From a dataset of the Open Reaction Database (ORD), a public repository of structured organic reaction records. describe an organic reaction: reactants, conditions, products, and yield As a reaction SMILES: [C:11]([n:12]1[cH:13][cH:14][n:15][cH:16]1)([n:17]1[cH:18][cH:19][n:20][cH:21]1)=[O:22].[C:24]([CH2:25][C:26]([O-:27])=[O:28])(=[O:29])[O:30][CH2:31][CH3:32].[CH3:40][CH2:41][O:42][C:43](=[O:44])[CH3:45].[ClH:33].[Mg+:23].[O:34]1[CH2:35][CH2:36][CH2:37][CH2:38]1.[OH2:39].[OH:1][C:2](=[O:3])[c:4]1[cH:5][cH:6][cH:7][c:8]([F:9])[cH:10]1>>[C:2](=[O:3])([c:4]1[cH:5][cH:6][cH:7][c:8]([F:9])[cH:10]1)[CH2:25][C:24](=[O:29])[O:30][CH2:31][CH3:32]. The reactants are O=C(n1ccnc1)n1ccnc1, CCOC(=O)CC(=O)[O-], CCOC(C)=O, Cl, [Mg+], C1CCOC1, O, O=C(O)c1cccc(F)c1. Product: CCOC(=O)CC(=O)c1cccc(F)c1. Solvent: C(C(C)C)O (isobutanol). RXN SMILES: Cl[C:2]1[CH:10]=[CH:9][C:8]([S:11]([CH3:14])(=[O:13])=[O:12])=[CH:7][C:3]=1[C:4]([OH:6])=[O:5]>C(O)C(C)C>[CH2:4]([O:5][C:2]1[CH:10]=[CH:9][C:8]([S:11]([CH3:14])(=[O:13])=[O:12])=[CH:7][C:3]=1[C:4]([OH:6])=[O:5])[CH:3]([CH3:7])[CH3:2]. The reactants are ClC1=C(C(=O)O)C=C(C=C1)S(=O)(=O)C (2-chloro-5-methanesulfonyl-benzoic acid). The product is C(C(C)C)OC1=C(C(=O)O)C=C(C=C1)S(=O)(=O)C (2-Isobutoxy-5-methanesulfonyl-benzoic Acid). Procedure details: Prepared in analogy to example 2.2(b) from from 2-chloro-5-methanesulfonyl-benzoic acid and isobutanol. The reactants are COC=1C=C2C(=NC1)NC=C2 (5-methoxy-1H-pyrrolo[2,3-b]pyridine), [OH-].[Na+] (sodium hydroxide), C1(=CC=CC=C1)S(=O)(=O)Cl (benzene sulfonyl chloride). Reagents/catalysts: [Br-].C(CCC)[N+](CCCC)(CCCC)CCCC (tetrabutylammonium bromide). The solvent is ClCCl (dichloromethane). Run at temperature 0 celsius, time 5 minute. Product: C1(=CC=CC=C1)S(=O)(=O)N1C=CC=2C1=NC=C(C2)OC (1-benzenesulfonyl-5-methoxy-1H-pyrrolo[2,3-b]pyridine). Yield: 92.4%. As a reaction SMILES: [CH3:1][O:2][C:3]1[CH:4]=[C:5]2[CH:11]=[CH:10][NH:9][C:6]2=[N:7][CH:8]=1.[OH-].[Na+].[C:14]1([S:20](Cl)(=[O:22])=[O:21])[CH:19]=[CH:18][CH:17]=[CH:16][CH:15]=1>[Br-].C([N+](CCCC)(CCCC)CCCC)CCC.ClCCl>[C:14]1([S:20]([N:9]2[C:6]3=[N:7][CH:8]=[C:3]([O:2][CH3:1])[CH:4]=[C:5]3[CH:11]=[CH:10]2)(=[O:22])=[O:21])[CH:19]=[CH:18][CH:17]=[CH:16][CH:15]=1 |f:1.2,4.5|. Procedure: To a solution of tetrabutylammonium bromide (1.05 g, 3.24 mmol) and 5-methoxy-1H-pyrrolo[2,3-b]pyridine (16 g, 108.1 mmol) in dichloromethane (300 mL) at 0° C. was added powdered sodium hydroxide (13 g, 324.3 mmol). The mixture was then stirred at 0° C. for 5 min. Then benzene sulfonyl chloride (18 mL, 140.54 mmol) was added to the above mixture slowly and the resulting mixture was stirred at 0° C. for 15 min before it was warmed to room temperature and stirred for 12 h. The mixture was filtered...